Dataset: the Open Reaction Database (ORD), a public repository of structured organic reaction records. Task: describe an organic reaction: reactants, conditions, products, and yield Reactants: C(CCl)Cl (EDC), C=1C=CC2=C(C1)N=NN2O (HOBt), O=C1NC(=NN1C1=CC=CC=C1)C(=O)O (5-oxo-1-phenyl-4,5-dihydro-1H-[1,2,4]triazole-3-carboxylic acid), CC1=C(OC(O1)=O)COC([C@@H](CN(N)CC1=CC=C(C=C1)C1=C(C=CC(=C1)Cl)F)O)=O ((R)-3-[N-(5′-chloro-2′-fluorobiphenyl-4-ylmethyl)hydrazino]-2-hydroxypropionic acid 5-methyl-2-oxo-[1,3]dioxol-4-ylmethyl ester), CCN(C(C)C)C(C)C (DIPEA). Solvent: CN(C)C=O (DMF). Conditions: time 5 hour. Yields the product CC1=C(OC(O1)=O)COC([C@@H](CN(NC(=O)C1=NN(C(N1)=O)C1=CC=CC=C1)CC1=CC=C(C=C1)C1=C(C=CC(=C1)Cl)F)O)=O ((R)-3-[N-(5′-Chloro-2′-fluorobiphenyl-4-ylmethyl)-N′-(5-oxo-1-phenyl-4,5-dihydro-1H-[1,2,4]triazole-3-carbonyl)hydrazino]-2-hydroxypropionic Acid 5-methyl-2-oxo-[1,3]-dioxol-4-ylmethyl Ester). The yield is 31.8%. RXN SMILES: C(Cl)CCl.C1C=CC2N(O)N=NC=2C=1.[O:15]=[C:16]1[N:20]([C:21]2[CH:26]=[CH:25][CH:24]=[CH:23][CH:22]=2)[N:19]=[C:18]([C:27]([OH:29])=O)[NH:17]1.[CH3:30][C:31]1[O:35][C:34](=[O:36])[O:33][C:32]=1[CH2:37][O:38][C:39](=[O:60])[C@H:40]([OH:59])[CH2:41][N:42]([CH2:44][C:45]1[CH:50]=[CH:49][C:48]([C:51]2[CH:56]=[C:55]([Cl:57])[CH:54]=[CH:53][C:52]=2[F:58])=[CH:47][CH:46]=1)[NH2:43].CCN(C(C)C)C(C)C>CN(C=O)C>[CH3:30][C:31]1[O:35][C:34](=[O:36])[O:33][C:32]=1[CH2:37][O:38][C:39](=[O:60])[C@H:40]([OH:59])[CH2:41][N:42]([CH2:44][C:45]1[CH:46]=[CH:47][C:48]([C:51]2[CH:56]=[C:55]([Cl:57])[CH:54]=[CH:53][C:52]=2[F:58])=[CH:49][CH:50]=1)[NH:43][C:27]([C:18]1[NH:17][C:16](=[O:15])[N:20]([C:21]2[CH:22]=[CH:23][CH:24]=[CH:25][CH:26]=2)[N:19]=1)=[O:29]. Procedure: EDC (127 mg, 660 μmol) and HOBt (89 mg, 660 μmol) were added to a solution of 5-oxo-1-phenyl-4,5-dihydro-1H-[1,2,4]triazole-3-carboxylic acid (150 mg, 330 μmol) and (R)-3-[N-(5′-chloro-2′-fluorobiphenyl-4-ylmethyl)hydrazino]-2-hydroxypropionic acid 5-methyl-2-oxo-[1,3]dioxol-4-ylmethyl ester (68 mg, 330 μmol) in DMF (10 mL). DIPEA (86 mg, 660 μmol) was added, and the resulting mixture was stirred for 5 hours at room temperature. The mixture was then washed with saturated aqueous NaCl (2×30 mL) a... Reactants: CCOC(=O)c1ccc(N(CC)CCc2ccccc2OCc2ccccc2)cc1, CO, [Na+], C1CCOC1, [OH-]. The product is CCN(CCc1ccccc1OCc1ccccc1)c1ccc(C(=O)O)cc1. Reaction SMILES: [CH2:1]([c:2]1[cH:3][cH:4][cH:5][cH:6][cH:7]1)[O:8][c:9]1[c:10]([CH2:15][CH2:16][N:17]([CH2:18][CH3:19])[c:20]2[cH:21][cH:22][c:23]([C:24](=[O:25])[O:26][CH2:27][CH3:28])[cH:29][cH:30]2)[cH:11][cH:12][cH:13][cH:14]1.[CH3:33][OH:34].[Na+:32].[O:35]1[CH2:36][CH2:37][CH2:38][CH2:39]1.[OH-:31]>>[CH2:1]([c:2]1[cH:3][cH:4][cH:5][cH:6][cH:7]1)[O:8][c:9]1[c:10]([CH2:15][CH2:16][N:17]([CH2:18][CH3:19])[c:20]2[cH:21][cH:22][c:23]([C:24](=[O:25])[OH:26])[cH:29][cH:30]2)[cH:11][cH:12][cH:13][cH:14]1. Starting materials: solution, O (water), ClC1=C(C=CC=C1)C(C1=C(C=CC(=C1)Cl)N(CC(=O)OC)S(=O)(=O)C1=C(C=CC(=C1)OC)OC)=O (2',5-Dichloro-2-[N-(2,5-dimethoxyphenylsulfonyl)-N-(methoxycarbonylmethyl)amino]benzophenone), CN(C)P(=O)(N(C)C)N(C)C (HMPA), solution. Run in C1CCOC1 (THF). Conditions: time 1 hour. The product is ClC=1C=C2C(C(N(C2=CC1)S(=O)(=O)C1=C(C=CC(=C1)OC)OC)C(=O)OC)(O)C1=C(C=CC=C1)Cl (Methyl 5-chloro-3-(2-chlorophenyl)-1-(2,5-dimethoxyphenylsulfonyl)-3-hydroxyindoline-2-carboxylate). Reaction SMILES: CN(P(N(C)C)(N(C)C)=O)C.O.[Cl:13][C:14]1[CH:19]=[CH:18][CH:17]=[CH:16][C:15]=1[C:20](=[O:47])[C:21]1[CH:26]=[C:25]([Cl:27])[CH:24]=[CH:23][C:22]=1[N:28]([S:34]([C:37]1[CH:42]=[C:41]([O:43][CH3:44])[CH:40]=[CH:39][C:38]=1[O:45][CH3:46])(=[O:36])=[O:35])[CH2:29][C:30]([O:32][CH3:33])=[O:31]>C1COCC1>[Cl:27][C:25]1[CH:26]=[C:21]2[C:22](=[CH:23][CH:24]=1)[N:28]([S:34]([C:37]1[CH:42]=[C:41]([O:43][CH3:44])[CH:40]=[CH:39][C:38]=1[O:45][CH3:46])(=[O:36])=[O:35])[CH:29]([C:30]([O:32][CH3:33])=[O:31])[C:20]2([C:15]1[CH:16]=[CH:17][CH:18]=[CH:19][C:14]=1[Cl:13])[OH:47]. Reported procedure: In a parallel procedure, 400 mg of the compound prepared in step B are dissolved in 3 ml of anhydrous THF at -78° C. under argon and 2.2 ml of the solution prepared above are added over 5 minutes, followed by 0.4 ml of HMPA. After 1 hour, a further 0.5 ml of the solution prepared above is added, the mixture is then left to stand for 1 hour at -78° C. and, finally, water is added and the mixture is extracted with ether.